From a dataset of the Open Reaction Database (ORD), a public repository of structured organic reaction records. describe an organic reaction: reactants, conditions, products, and yield Reactants: C([O-])([O-])=O.[K+].[K+] (potassium carbonate), CI (methyl iodide), OC=1C(=C(C#N)C=CC1)C (3-hydroxy-2-methylbenzonitrile). Run in CC(=O)C (acetone). Yields the product CC1=C(C#N)C=CC=C1OC (2-methyl-3-methoxybenzonitrile). As a reaction SMILES: [OH:1][C:2]1[C:3]([CH3:10])=[C:4]([CH:7]=[CH:8][CH:9]=1)[C:5]#[N:6].[C:11](=O)([O-])[O-].[K+].[K+].CI>CC(C)=O>[CH3:10][C:3]1[C:2]([O:1][CH3:11])=[CH:9][CH:8]=[CH:7][C:4]=1[C:5]#[N:6] |f:1.2.3|. Procedure details: A mixture of 3-hydroxy-2-methylbenzonitrile [23.38 g described by S. Gabriel and A. Thieme, Ber., 52, 1079 (1919)] anhydrous potassium carbonate (26.7 g) and methyl iodide (16.43 ml) in acetone (255 ml) is refluxed for 4 hr, cooled and filtered. The filtrate is evaporated and dissolved in dichloromethane. The solution is washed with water, dried and evaporated. The residue is chromatographed on silica gel using dichloromethane-hexane(1:1) and the eluates are evaporated and crystallized from hexa...